This data is from the Open Reaction Database (ORD), a public repository of structured organic reaction records. The task is: describe an organic reaction: reactants, conditions, products, and yield The reactants are BrCCCCl (1-Bromo-3-chloropropane), OC1=C(C=C2C(N(C=NC2=C1)COC(C(C)(C)C)=O)=O)OC (7-hydroxy-6-methoxy-3-((pivaloyloxy)methyl)-3,4-dihydroquinazolin-4-one), C([O-])([O-])=O.[K+].[K+] (potassium carbonate). Product: ClCCCOC1=C(C=C2C(N(C=NC2=C1)COC(C(C)(C)C)=O)=O)OC (7-(3-chloropropoxy)-6-methoxy-3-((pivaloyloxy)methyl)-3,4-dihydroquinazolin-4-one). Isolated yield 99.1%. Run in CN(C)C=O (DMF). Run at time 8 hour. RXN SMILES: Br[CH2:2][CH2:3][CH2:4][Cl:5].[OH:6][C:7]1[CH:16]=[C:15]2[C:10]([C:11](=[O:25])[N:12]([CH2:17][O:18][C:19](=[O:24])[C:20]([CH3:23])([CH3:22])[CH3:21])[CH:13]=[N:14]2)=[CH:9][C:8]=1[O:26][CH3:27].C(=O)([O-])[O-].[K+].[K+]>CN(C=O)C>[Cl:5][CH2:4][CH2:3][CH2:2][O:6][C:7]1[CH:16]=[C:15]2[C:10]([C:11](=[O:25])[N:12]([CH2:17][O:18][C:19](=[O:24])[C:20]([CH3:21])([CH3:22])[CH3:23])[CH:13]=[N:14]2)=[CH:9][C:8]=1[O:26][CH3:27] |f:2.3.4|. Reported procedure: 1-Bromo-3-chloropropane (0.97 ml, 9.8 mmol) was added to a solution of 7-hydroxy-6-methoxy-3-((pivaloyloxy)methyl)-3,4-dihydroquinazolin-4-one (2.5 g, 8.17 mmol), (prepared as described for the starting material in Example 7), in DMF (40 ml) containing potassium carbonate (2.8 g, 20 mmol). The mixture was stirred overnight at ambient temperature and partitioned between ethyl acetate and water. The organic layer was washed with water, brine, dried (MgSO4) and evaporated to give 7-(3-chloropropoxy...